The task is: describe an organic reaction: reactants, conditions, products, and yield. This data is from the Open Reaction Database (ORD), a public repository of structured organic reaction records. Starting materials: BrC=1C=CC(=C(C1)CO)F ((5-bromo-2-fluorophenyl)methanol), [H-].[Na+] (sodium hydride), O (Water), CI (Methyl iodide). The solvent is C1CCOC1 (THF). Run at time 30 minute. The product is BrC1=CC(=C(C=C1)F)COC (4-bromo-1-fluoro-2-(methoxymethyl)benzene). As a reaction SMILES: [Br:1][C:2]1[CH:3]=[CH:4][C:5]([F:10])=[C:6]([CH2:8][OH:9])[CH:7]=1.[H-].[Na+].[CH3:13]I.O>C1COCC1>[Br:1][C:2]1[CH:3]=[CH:4][C:5]([F:10])=[C:6]([CH2:8][O:9][CH3:13])[CH:7]=1 |f:1.2|. Procedure details: To a solution of (5-bromo-2-fluorophenyl)methanol (5.00 g) in THF (100 ml) was added 60% sodium hydride (1.08 g) at 0° C., and the mixture was stirred at room temperature for 30 min. Methyl iodide (3.80 ml) was added, and the mixture was stirred for 1.5 h. Water was added to the reaction mixture, and the mixture was extracted with ethyl acetate, washed with saturated brine and dried. The solvent was evaporated under reduced pressure and the residue was purified by column chomatography (eluent, h... Procedure: NaH (0.92 g, 23.07 mmol, 60% dispersion in oil) was added to DMF (70 mL) in one portion at 0° C. Toluenesulphonylmethyl isocyanide (3.0 g, 15.38 mmol) in DMF (12 mL) was added dropwise over 5 minutes and the mixture was stirred while warming to r.t. for 20 minutes. 4-Bromo-1-tosylpiperidine (4.46 g, 18.4 mmol) in DMF (10 mL) was then added dropwise over 3 minutes and the resulting mixture was stirred at r.t. for 16 h. The mixture was then diluted with ethyl acetate (250 mL) and LiCl (1 M aqueous... Reactants: [H-].[Na+] (NaH), CN(C)C=O (DMF), BrC1CCN(CC1)S(=O)(=O)C1=CC=C(C)C=C1 (4-Bromo-1-tosylpiperidine), CN(C)C=O (DMF), C=1(C(=CC=CC1)S(=O)(=O)C[N+]#[C-])C (Toluenesulphonylmethyl isocyanide), CN(C)C=O (DMF). Solvent: C(C)(=O)OCC (ethyl acetate), [Li+].[Cl-] (LiCl). Product: [N+](#[C-])C(C1CCN(CC1)S(=O)(=O)C1=CC=C(C)C=C1)S(=O)(=O)C1=CC=C(C)C=C1 (4-(isocyano(tosyl)methyl)-1-tosylpiperidine). RXN SMILES: [H-].[Na+].[C:3]1(C)[C:4]([S:9]([CH2:12][N+:13]#[C-:14])(=[O:11])=[O:10])=[CH:5][CH:6]=[CH:7][CH:8]=1.Br[CH:17]1[CH2:22][CH2:21][N:20]([S:23]([C:26]2[CH:32]=[CH:31][C:29]([CH3:30])=[CH:28][CH:27]=2)(=[O:25])=[O:24])[CH2:19][CH2:18]1.[CH3:33]N(C=O)C>C(OCC)(=O)C.[Li+].[Cl-]>[N+:13]([CH:12]([S:9]([C:4]1[CH:3]=[CH:8][C:7]([CH3:33])=[CH:6][CH:5]=1)(=[O:10])=[O:11])[CH:17]1[CH2:22][CH2:21][N:20]([S:23]([C:26]2[CH:32]=[CH:31][C:29]([CH3:30])=[CH:28][CH:27]=2)(=[O:25])=[O:24])[CH2:19][CH2:18]1)#[C-:14] |f:0.1,6.7|. Starting materials: NC(=O)c1cc2cc(Br)ccc2o1, c1ccc(CN2CCNCC2)cc1, Cl, Cc1ccccc1C. The product is NC(=O)c1cc2cc(N3CCN(Cc4ccccc4)CC3)ccc2o1. Reaction SMILES: [Br:1][c:2]1[cH:3][cH:4][c:5]2[c:6]([cH:7][c:8]([C:10](=[O:11])[NH2:12])[o:9]2)[cH:13]1.[CH2:14]([c:15]1[cH:16][cH:17][cH:18][cH:19][cH:20]1)[N:21]1[CH2:22][CH2:23][NH:24][CH2:25][CH2:26]1.[ClH:27].[c:28]1([CH3:29])[c:30]([CH3:31])[cH:32][cH:33][cH:34][cH:35]1>>[c:2]1([N:24]2[CH2:23][CH2:22][N:21]([CH2:14][c:15]3[cH:16][cH:17][cH:18][cH:19][cH:20]3)[CH2:26][CH2:25]2)[cH:3][cH:4][c:5]2[c:6]([cH:7][c:8]([C:10](=[O:11])[NH2:12])[o:9]2)[cH:13]1. Reactants: C1(\C=C/C(=O)O1)=O (maleic anhydride), C=CC1=CC=CC=C1 (styrene), C(C)OCC (ethyl ether), azobisisobutylnitrile(AIBN). Run in C(C)C(=O)C (methyl ethyl ketone). Conditions: temperature 60 celsius. Product: C=CC1=CC=CC=C1.C1=CC(=O)OC1=O (maleic anhydride-styrene copolymer). Isolated yield 78.8%. RXN SMILES: [C:1]1(=[O:7])[O:6][C:4](=[O:5])[CH:3]=[CH:2]1.[CH2:8]=[CH:9][C:10]1[CH:15]=[CH:14][CH:13]=[CH:12][CH:11]=1.C(OCC)C>C(C(C)=O)C>[CH2:8]=[CH:9][C:10]1[CH:15]=[CH:14][CH:13]=[CH:12][CH:11]=1.[CH:2]1[C:1](=[O:7])[O:6][C:4](=[O:5])[CH:3]=1 |f:4.5|. Procedure details: In 200 ml of methyl ethyl ketone were dissolved 19.4 g of maleic anhydride and 20.6 g of styrene, and to the solution was added 0.65 g of azobisisobutylnitrile(AIBN). The resulting mixture was heated at 60° C. for 2 hours under nitrogen atmosphere for performing polymerization. The reaction solution was then dropwise added to 500 ml of ethyl ether under stirring to precipitate a polymer. Thus precipitated polymer was collected by filtration and purified by repeating twice the THF dissolution-eth... Procedure: Following the procedure as described in Example 299 Step 2 and making variations as required to replace 4-(adamantan-1-ylmethoxy)-2-fluoro-5-iodobenzoic acid with 4-(adamantan-1-ylmethoxy)-2-fluoro-5-(trans-2-(methoxymethyl)cyclopropyl)benzoic acid and to replace azetidine-1-sulfonamide with methanesulfonamide, the title compound was obtained as a colorless solid (0.0678 g, quant.): 1H NMR (300 MHz, DMSO-d6) δ 11.89 (br s, 1H), 7.18 (d, J=8.3 Hz, 1H), 6.93 (d, J=13.1 Hz, 1H), 3.66 (d, J=9.4 Hz, ... Reaction SMILES: C12(COC3C(I)=CC(C(O)=O)=C(F)C=3)CC3CC(CC(C3)C1)C2.[C:24]12([CH2:34][O:35][C:36]3[C:44]([C@@H:45]4[CH2:47][C@H:46]4[CH2:48][O:49][CH3:50])=[CH:43][C:39]([C:40](O)=[O:41])=[C:38]([F:51])[CH:37]=3)[CH2:33][CH:28]3[CH2:29][CH:30]([CH2:32][CH:26]([CH2:27]3)[CH2:25]1)[CH2:31]2.N1(S(N)(=O)=O)CCC1.[CH3:60][S:61]([NH2:64])(=[O:63])=[O:62]>>[C:24]12([CH2:34][O:35][C:36]3[C:44]([C@@H:45]4[CH2:47][C@H:46]4[CH2:48][O:49][CH3:50])=[CH:43][C:39]([C:40]([NH:64][S:61]([CH3:60])(=[O:63])=[O:62])=[O:41])=[C:38]([F:51])[CH:37]=3)[CH2:33][CH:28]3[CH2:29][CH:30]([CH2:32][CH:26]([CH2:27]3)[CH2:25]1)[CH2:31]2. Reactants: C12(CC3CC(CC(C1)C3)C2)COC2=CC(=C(C(=O)O)C=C2I)F (4-(adamantan-1-ylmethoxy)-2-fluoro-5-iodobenzoic acid), CS(=O)(=O)N (methanesulfonamide), C12(CC3CC(CC(C1)C3)C2)COC2=CC(=C(C(=O)O)C=C2[C@H]2[C@@H](C2)COC)F (4-(adamantan-1-ylmethoxy)-2-fluoro-5-(trans-2-(methoxymethyl)cyclopropyl)benzoic acid), N1(CCC1)S(=O)(=O)N (azetidine-1-sulfonamide). Product: C12(CC3CC(CC(C1)C3)C2)COC2=CC(=C(C(=O)NS(=O)(=O)C)C=C2[C@H]2[C@@H](C2)COC)F (4-(adamantan-1-ylmethoxy)-2-fluoro-5-(trans-2-(methoxymethyl)-cyclopropyl)-N-(methylsulfonyl)benzamide). The reactants are COc1ccccc1, [Cu]I, CNC(=O)c1cc(Br)cc(C)c1N, N#C[Na], O, Cc1cncc(C)c1. Yields the product CNC(=O)c1cc(C#N)cc(C)c1N. Reaction SMILES: [CH3:25][O:26][c:27]1[cH:28][cH:29][cH:30][cH:31][cH:32]1.[Cu:33][I:34].[NH2:4][c:5]1[c:6]([C:7](=[O:8])[NH:9][CH3:10])[cH:11][c:12]([Br:16])[cH:13][c:14]1[CH3:15].[Na:1][C:2]#[N:3].[OH2:35].[n:17]1[cH:18][c:19]([CH3:20])[cH:21][c:22]([CH3:23])[cH:24]1>>[C:2](#[N:3])[c:12]1[cH:11][c:6]([C:7](=[O:8])[NH:9][CH3:10])[c:5]([NH2:4])[c:14]([CH3:15])[cH:13]1.